Dataset: the Open Reaction Database (ORD), a public repository of structured organic reaction records. Task: describe an organic reaction: reactants, conditions, products, and yield The reactants are c1ccc(CN(Cc2ccccc2)C2CCC(N3CCN(CC4CC4)CC3)CC2)cc1, CCO, CO, Cl. Product: NC1CCC(N2CCN(CC3CC3)CC2)CC1. As a reaction SMILES: [CH2:1]([N:8]([CH2:2][c:3]1[cH:4][cH:5][cH:6][cH:7][cH:25]1)[CH:9]1[CH2:10][CH2:11][CH:12]([N:15]2[CH2:16][CH2:17][N:18]([CH2:21][CH:22]3[CH2:23][CH2:24]3)[CH2:19][CH2:20]2)[CH2:13][CH2:14]1)[c:26]1[cH:27][cH:28][cH:29][cH:30][cH:31]1.[CH3:32][CH2:33][OH:34].[CH3:36][OH:37].[ClH:35]>>[NH2:8][CH:9]1[CH2:10][CH2:11][CH:12]([N:15]2[CH2:16][CH2:17][N:18]([CH2:21][CH:22]3[CH2:23][CH2:24]3)[CH2:19][CH2:20]2)[CH2:13][CH2:14]1. Starting materials: CCOC(=O)c1cc(Br)c(C)[nH]1, C1CCOC1, [Li+], [OH-]. Yields the product Cc1[nH]c(C(=O)O)cc1Br. RXN SMILES: [Br:1][c:2]1[cH:3][c:4]([C:8](=[O:9])[O:10][CH2:11][CH3:12])[nH:5][c:6]1[CH3:7].[CH2:15]1[O:16][CH2:17][CH2:18][CH2:19]1.[Li+:13].[OH-:14]>>[Br:1][c:2]1[cH:3][c:4]([C:8](=[O:9])[OH:10])[nH:5][c:6]1[CH3:7]. Reactants: C1=CC=CC=2C3=CC=CC=C3C(C12)COC(=O)N[C@@H](CSC[C@H](CCCCCCCCCCC(=O)[O-])CCCCCCCCCC(=O)[O-])C(=O)OC(C)(C)C ((R)-3-((R)-2-(((9H-fluoren-9-yl)methoxy)carbonylamino)-3-tert-butoxy-3-oxopropylthio)propane-1,2-diylbis(decanoate)), C(CCCCCCCCCCC)(=O)O[C@@H](CSC[C@H](NC(OCC1C2=CC=CC=C2C=2C=CC=CC12)=O)C(=O)O)COC(CCCCCCCCCCC)=O ((5R,9R)-9-(dodecanoyloxy)-1-(9H-fluoren-9-yl)-3,12-dioxo-2,11-dioxa-7-thia-4-azatricosane-5-carboxylic acid). The product is C(CCCCCCCCC)(=O)O[C@@H](CSC[C@H](NC(OCC1C2=CC=CC=C2C=2C=CC=CC12)=O)C(=O)O)COC(CCCCCCCCC)=O ((5R,9R)-9-(decanoyloxy)-1-(9H-fluoren-9-yl)-3,12-dioxo-2,11-dioxa-7-thia-4-azahenicosane-5-carboxylic acid). Reaction SMILES: C1C2C(COC(N[C@H](C(OC(C)(C)C)=O)CSC[C@@H](CCCCCCCCCC([O-])=O)CCCCCCCCCCC([O-])=O)=O)C3C(=CC=CC=3)C=2C=CC=1.[C:56]([O:69][C@H:70]([CH2:96][O:97][C:98](=[O:110])[CH2:99][CH2:100][CH2:101][CH2:102][CH2:103][CH2:104][CH2:105][CH2:106][CH2:107]CC)[CH2:71][S:72][CH2:73][C@@H:74]([C:93]([OH:95])=[O:94])[NH:75][C:76](=[O:92])[O:77][CH2:78][CH:79]1[C:91]2[CH:90]=[CH:89][CH:88]=[CH:87][C:86]=2[C:85]2[C:80]1=[CH:81][CH:82]=[CH:83][CH:84]=2)(=[O:68])[CH2:57][CH2:58][CH2:59][CH2:60][CH2:61][CH2:62][CH2:63][CH2:64][CH2:65]CC>>[C:56]([O:69][C@H:70]([CH2:96][O:97][C:98](=[O:110])[CH2:99][CH2:100][CH2:101][CH2:102][CH2:103][CH2:104][CH2:105][CH2:106][CH3:107])[CH2:71][S:72][CH2:73][C@@H:74]([C:93]([OH:95])=[O:94])[NH:75][C:76](=[O:92])[O:77][CH2:78][CH:79]1[C:91]2[CH:90]=[CH:89][CH:88]=[CH:87][C:86]=2[C:85]2[C:80]1=[CH:81][CH:82]=[CH:83][CH:84]=2)(=[O:68])[CH2:57][CH2:58][CH2:59][CH2:60][CH2:61][CH2:62][CH2:63][CH2:64][CH3:65]. Reported procedure: The product was prepared from (R)-3-((R)-2-(((9H-fluoren-9-yl)methoxy)carbonylamino)-3-tert-butoxy-3-oxopropylthio)propane-1,2-diylbis(decanoate) by following the procedure described for compound 6. Reactants: ClC1=CC=C(C=C1)C1(CCN(CC1)C(CC(C(=O)C1=CC=CC=C1)F)F)O (γ-[4-(4-chlorophenyl)-4-hydroxypiperidin-1-yl]-2,4-difluorobutyrophenone), N1CCCCC1 (piperidine), C1(=CC=CC=C1)C (toluene). Solvent: O (water). Product: Cl.ClC1=CC=C(C=C1)C1(CCN(CC1)C(CC(C(=O)C1=CC=CC=C1)N1CCCCC1)F)O (γ-[4-(4-chlorophenyl)-4-hydroxypiperidin-1-yl]-4-fluoro-2-piperidinobutyrophenone hydrochloride). RXN SMILES: [Cl:1][C:2]1[CH:7]=[CH:6][C:5]([C:8]2([OH:27])[CH2:13][CH2:12][N:11]([CH:14]([F:26])[CH2:15][CH:16](F)[C:17]([C:19]3[CH:24]=[CH:23][CH:22]=[CH:21][CH:20]=3)=[O:18])[CH2:10][CH2:9]2)=[CH:4][CH:3]=1.[NH:28]1[CH2:33][CH2:32][CH2:31][CH2:30][CH2:29]1.C1(C)C=CC=CC=1>O>[ClH:1].[Cl:1][C:2]1[CH:7]=[CH:6][C:5]([C:8]2([OH:27])[CH2:13][CH2:12][N:11]([CH:14]([F:26])[CH2:15][CH:16]([N:28]3[CH2:33][CH2:32][CH2:31][CH2:30][CH2:29]3)[C:17]([C:19]3[CH:24]=[CH:23][CH:22]=[CH:21][CH:20]=3)=[O:18])[CH2:10][CH2:9]2)=[CH:4][CH:3]=1 |f:4.5|. Procedure details: A mixture of γ-[4-(4-chlorophenyl)-4-hydroxypiperidin-1-yl]-2,4-difluorobutyrophenone (1.5 g), piperidine (15.0 g) and toluene (50 ml) was heated for 23 hours under refluxing. The reaction mixture was diluted with water and extracted with toluene. The extract was sufficiently washed with water, dried over anhydrous sodium sulfate and concentrated under reduced pressure. The residue was treated with hydrochloric acid in ethanol-ether, and the resulting product was recrystallized from isopropanol ... The reactants are ClC1=C2C(=NC=C1C(=O)OCC)ON=C2C (ethyl 4-chloro-3-methylisoxazolo[5,4-b]pyridin-5-carboxylate), CN1CCNCC1 (1-methylpiperazine). Solvent: O1CCCC1 (tetrahydrofuran). Reaction conditions: temperature 60 celsius, time 1 hour. The product is CC1=NOC2=NC=C(C(=C21)N2CCN(CC2)C)C(=O)O (3-methyl-4-(4-methyl-piperazin-1-yl)isoxazolo[5,4-b]pyridine-5-carboxylic acid). As a reaction SMILES: Cl[C:2]1[C:7]([C:8]([O:10]CC)=[O:9])=[CH:6][N:5]=[C:4]2[O:13][N:14]=[C:15]([CH3:16])[C:3]=12.[CH3:17][N:18]1[CH2:23][CH2:22][NH:21][CH2:20][CH2:19]1>O1CCCC1>[CH3:16][C:15]1[C:3]2[C:4](=[N:5][CH:6]=[C:7]([C:8]([OH:10])=[O:9])[C:2]=2[N:21]2[CH2:22][CH2:23][N:18]([CH3:17])[CH2:19][CH2:20]2)[O:13][N:14]=1. Procedure details: A solution of ethyl 4-chloro-3-methylisoxazolo[5,4-b]pyridin-5-carboxylate (1.02 g) and 1-methylpiperazine (1.12 ml) in tetrahydrofuran (10 ml) was stirred at room temperature for 1 hr and then concentrated under reduced pressure. The residue was treated with water, the precipitated solid was filtered, washed with water, and dried under high vacuum. This solid was suspended in ethanol (11 ml), added 5N NaOH (11 ml), and the mixture was stirred at 60° C. for 1 hr. The reaction mixture was treated...